From a dataset of the Open Reaction Database (ORD), a public repository of structured organic reaction records. describe an organic reaction: reactants, conditions, products, and yield Yield: 59.7%. Conditions: time 30 minute. Reagents/catalysts: [Pd] (palladium on carbon). Run in O1CCCC1 (tetrahydrofuran). Product: NC=1C=C(C(=O)O)C=CC1C=1OC(=NN1)C1=CC=C(C=C1)C(F)(F)F (3-amino-4-[5-(4-trifluoromethylphenyl)-1,3,4-oxadiazol-2-yl]benzoic acid). The reactants are [N+](=O)([O-])C=1C=C(C(=O)O)C=CC1C=1OC(=NN1)C1=CC=C(C=C1)C(F)(F)F (3-nitro-4-[5-(4-trifluoromethylphenyl)-1,3,4-oxadiazol-2-yl]benzoic acid). Reported procedure: A mixture of 3-nitro-4-[5-(4-trifluoromethylphenyl)-1,3,4-oxadiazol-2-yl]benzoic acid (0.600 g), 5% palladium on carbon (0.600 g) and tetrahydrofuran (15 ml) was stirred under a hydrogen atmosphere at room temperature and normal pressure for 30 min. Palladium on carbon was filtered off, and the filtrate was concentrated. The residue was purified by silica gel column chromatography (ethyl acetate:methanol=20:1, volume ratio) to give 3-amino-4-[5-(4-trifluoromethylphenyl)-1,3,4-oxadiazol-2-yl]benz... RXN SMILES: [N+:1]([C:4]1[CH:5]=[C:6]([CH:10]=[CH:11][C:12]=1[C:13]1[O:14][C:15]([C:18]2[CH:23]=[CH:22][C:21]([C:24]([F:27])([F:26])[F:25])=[CH:20][CH:19]=2)=[N:16][N:17]=1)[C:7]([OH:9])=[O:8])([O-])=O>[Pd].O1CCCC1>[NH2:1][C:4]1[CH:5]=[C:6]([CH:10]=[CH:11][C:12]=1[C:13]1[O:14][C:15]([C:18]2[CH:23]=[CH:22][C:21]([C:24]([F:27])([F:26])[F:25])=[CH:20][CH:19]=2)=[N:16][N:17]=1)[C:7]([OH:9])=[O:8]. Reactants: CCOC(=O)/N=N/C(=O)OCC (diethylazodicarboxylate), CC1(OC[C@@H](O1)CO)C ((S)-2,2-dimethyl-1,3-dioxolane-4-methanol), C1(=CC=CC=C1)P(C1=CC=CC=C1)C1=CC=CC=C1 (triphenylphosphine), ON1C(C=2C(C1=O)=CC=CC2)=O (N-hydroxyphthalimide). Run in O1CCCC1 (tetrahydrofuran). Reaction conditions: temperature 20 celsius, time 18 hour. Product: CC1(OC[C@@H](O1)CON1C(C=2C(C1=O)=CC=CC2)=O)C ((R)-N-(2,2-dimethyl-1,3-dioxolan-4-ylmethoxy)phthalimide). Reaction SMILES: [CH3:1][C:2]1([CH3:9])[O:6][C@@H:5]([CH2:7][OH:8])[CH2:4][O:3]1.C1(P(C2C=CC=CC=2)C2C=CC=CC=2)C=CC=CC=1.O[N:30]1[C:34](=[O:35])[C:33]2=[CH:36][CH:37]=[CH:38][CH:39]=[C:32]2[C:31]1=[O:40].CCOC(/N=N/C(OCC)=O)=O>O1CCCC1>[CH3:1][C:2]1([CH3:9])[O:6][C@@H:5]([CH2:7][O:8][N:30]2[C:31](=[O:40])[C:32]3=[CH:39][CH:38]=[CH:37][CH:36]=[C:33]3[C:34]2=[O:35])[CH2:4][O:3]1. Reported procedure: To a solution of (S)-2,2-dimethyl-1,3-dioxolane-4-methanol (27 g, 0.2 mol), triphenylphosphine (53.5 g, 0.2 mol) and N-hydroxyphthalimide (33.3 g, 0.2 mol) in dry tetrahydrofuran (500 ml) cooled to 0° C. was added diethylazodicarboxylate (38.5 g, 0.22 mol). After stirring for 18 hours at 20° C. the originally dark red solution turned pale yellow and was then evaporated to dryness under reduced pressure. The residue was loaded onto a silica column in chloroform and eluted with hexane-acetone (3:1... The reactants are ClC1=C(C(=NC2=CC(=CC=C12)Cl)C(=O)OC)C(=O)OC (dimethyl 4,7-dichloroquinoline-2,3-dicarboxylate), C(=O)[O-].[Na+] (sodium formate), O (water). The reagents and catalysts are C=1C=CC(=CC1)[P](C=2C=CC=CC2)(C=3C=CC=CC3)[Pd]([P](C=4C=CC=CC4)(C=5C=CC=CC5)C=6C=CC=CC6)([P](C=7C=CC=CC7)(C=8C=CC=CC8)C=9C=CC=CC9)[P](C=1C=CC=CC1)(C=1C=CC=CC1)C=1C=CC=CC1 (tetrakis(triphenylphosphine)palladium(0)). Solvent: CN(C=O)C (dimethylformamide). The product is ClC1=CC=C2C=C(C(=NC2=C1)C(=O)OC)C(=O)OC (Dimethyl 7-chloroquinoline-2,3-dicarboxylate). Isolated yield 134.8%. Reaction SMILES: Cl[C:2]1[C:11]2[C:6](=[CH:7][C:8]([Cl:12])=[CH:9][CH:10]=2)[N:5]=[C:4]([C:13]([O:15][CH3:16])=[O:14])[C:3]=1[C:17]([O:19][CH3:20])=[O:18].C([O-])=O.[Na+].O>CN(C)C=O.C1C=CC([P]([Pd]([P](C2C=CC=CC=2)(C2C=CC=CC=2)C2C=CC=CC=2)([P](C2C=CC=CC=2)(C2C=CC=CC=2)C2C=CC=CC=2)[P](C2C=CC=CC=2)(C2C=CC=CC=2)C2C=CC=CC=2)(C2C=CC=CC=2)C2C=CC=CC=2)=CC=1>[Cl:12][C:8]1[CH:7]=[C:6]2[C:11]([CH:2]=[C:3]([C:17]([O:19][CH3:20])=[O:18])[C:4]([C:13]([O:15][CH3:16])=[O:14])=[N:5]2)=[CH:10][CH:9]=1 |f:1.2,^1:34,36,55,74|. Reported procedure: A stirred mixture of dimethyl 4,7-dichloroquinoline-2,3-dicarboxylate (5.00 g, 15.9 mM), sodium formate (1.63 g, 23.9 mM) and tetrakis(triphenylphosphine)palladium(0) (0.92 g, 0.80 mM) in anhydrous dimethylformamide (75 mL) under a nitrogen atmosphere was heated at 90°-95° C. for 7 hr. No reaction occurred so the reaction mixture was degassed and an additional quantity of tetrakis(triphenylphosphine)palladium(0) (0.92 g, 0.80 mM) was added and the reaction mixture again heated at 90°-95° C. for ... The reactants are CC1(CCSC2=CC=CC=C12)C (4,4-dimethylthiochroman), [Cl-].[Al+3].[Cl-].[Cl-] (Aluminum chloride), C(C)(=O)Cl (Acetyl chloride). Solvent: C(CCl)Cl (EDC). Conditions: temperature -10 celsius, time 1.5 hour. Yields the product CC1(CCSC2=CC=C(C=C12)C(C)=O)C (4,4-dimethyl-6-acetylthiochroman). As a reaction SMILES: [CH3:1][C:2]1([CH3:12])[C:11]2[C:6](=[CH:7][CH:8]=[CH:9][CH:10]=2)[S:5][CH2:4][CH2:3]1.[Cl-].[Al+3].[Cl-].[Cl-].[C:17](Cl)(=[O:19])[CH3:18]>C(Cl)CCl>[CH3:1][C:2]1([CH3:12])[C:11]2[C:6](=[CH:7][CH:8]=[C:9]([C:17](=[O:19])[CH3:18])[CH:10]=2)[S:5][CH2:4][CH2:3]1 |f:1.2.3.4|. Procedure details: In a 5 L 4-neck round bottom flask, EDC (2 L) was added to the 4,4-dimethylthiochroman from the previous step. The contents were stirred and cooled to a temperature of about −10° C. Aluminum chloride (252 g) was slowly added to the reaction mixture. Acetyl chloride (152.7 g) was added at a temperature ranging from about −10° C. to about −5° C. over about 1.5 hours. After the addition, the reaction mixture was maintained at a temperature ranging from about −5° C. to about 0° C. for about 2 hours.... Starting materials: CO.C(C)(=O)OCC.C(C)OCC (methanol ethyl acetate diethyl ether), CN (methylamine), Cl.COC(COC1=CC=C(C=C1)CC(C)N1CC(OCC1)C1=CC=CC=C1)=O (4-[2-(2-phenylmorpholino)propyl]phenoxyacetic acid methyl ester hydrochloride), aqueous solution, CN (methylamine), CN (methylamine). Run in CO (methanol). Reaction conditions: time 8 hour. The product is Cl (hydrogen chloride), Cl.C1(=CC=CC=C1)C1OCCN(C1)C(CC1=CC=C(OCC(=O)NC)C=C1)C (4[2-(2-Phenylmorpholino)propyl]phenoxy N-methylacetamide hydrochloride). As a reaction SMILES: [ClH:1].C[O:3][C:4](=O)[CH2:5][O:6][C:7]1[CH:12]=[CH:11][C:10]([CH2:13][CH:14]([N:16]2[CH2:21][CH2:20][O:19][CH:18]([C:22]3[CH:27]=[CH:26][CH:25]=[CH:24][CH:23]=3)[CH2:17]2)[CH3:15])=[CH:9][CH:8]=1.[CH3:29][NH2:30].CO.C(OCC)(=O)C.C(OCC)C>CO>[ClH:1].[ClH:1].[C:22]1([CH:18]2[CH2:17][N:16]([CH:14]([CH3:15])[CH2:13][C:10]3[CH:11]=[CH:12][C:7]([O:6][CH2:5][C:4]([NH:30][CH3:29])=[O:3])=[CH:8][CH:9]=3)[CH2:21][CH2:20][O:19]2)[CH:27]=[CH:26][CH:25]=[CH:24][CH:23]=1 |f:0.1,3.4.5,8.9|. Reported procedure: To a solution of 4-[2-(2-phenylmorpholino)propyl]phenoxyacetic acid methyl ester hydrochloride (3.0 g; obtained from the mother liquors of Example (1) in methanol (50 ml) was added a 30% aqueous solution of methylamine (10 ml). This mixture was heated under reflux for 3 hours during which time 3 further 10 ml portions of the methylamine solution were added. The solution was cooled to room temperature, a further 10 ml portion of methylamine solution added, and the reaction mixture allowed to stan... The reactants are CN(C)CCN(C)C (TMEDA), CN(C)C=O (DMF), ClC=1C=C(C(=O)NC(C)(C2=CC=CC=C2)C)C=CC1OCOC (3-chloro-4-methoxymethoxy-N-(1-methyl-1-phenylethyl)benzamide). Solvent: C1CCOC1 (THF). Product: ClC1=C2C(N(C(C2=CC=C1OCOC)=O)C(C)(C1=CC=CC=C1)C)O (4-chloro-5-methoxymethoxy-3-hydroxy-2-(1-methyl-1-phenylethyl)isoindolinone). Isolated yield 98.1%. As a reaction SMILES: [Cl:1][C:2]1[CH:3]=[C:4]([CH:17]=[CH:18][C:19]=1[O:20][CH2:21][O:22][CH3:23])[C:5]([NH:7][C:8]([CH3:16])([C:10]1[CH:15]=[CH:14][CH:13]=[CH:12][CH:11]=1)[CH3:9])=[O:6].CN(CCN(C)C)C.CN([CH:35]=[O:36])C>C1COCC1>[Cl:1][C:2]1[C:19]([O:20][CH2:21][O:22][CH3:23])=[CH:18][CH:17]=[C:4]2[C:3]=1[CH:35]([OH:36])[N:7]([C:8]([CH3:16])([C:10]1[CH:15]=[CH:14][CH:13]=[CH:12][CH:11]=1)[CH3:9])[C:5]2=[O:6]. Procedure details: In a similar manner to Step 2 of Example 16, 3-chloro-4-methoxymethoxy-N-(1-methyl-1-phenylethyl)benzamide (2.83 g, 8.48 mmol) was dissolved in THF (110 mL), and the solution was treated with TMEDA (4.10 mL, 27.2 mmol), sec-butyl lithium-hexane solution (1.01 mol/L, 27.0 mL, 27.2 mmol) and DMF (1.40 mL, 18.1 mmol), followed by purification by flash column chromatography (chloroform/methanol=100/0 to 97/3) to obtain 4-chloro-5-methoxymethoxy-3-hydroxy-2-(1-methyl-1-phenylethyl)isoindolinone (3.01... Starting materials: Cl (hydrochloric acid), CS(=O)(=O)OCCCOC1=CC=C(C=C1)C#N (3-(4-cyanophenoxy)propyl methanesulfonate), [I-].[K+] (potassium iodide), C([O-])(O)=O.[Na+] (sodium bicarbonate), Cl.N1CCC(CC1)CCCO (3-(4-piperidinyl)-1-propanol hydrochloride). The solvent is CN(C=O)C (N,N-dimethylformamide), C1(=CC=CC=C1)C (toluene), O (water). Reaction conditions: temperature 70 celsius, time 7 hour. Yields the product O.OCCCC1CCN(CC1)CCCOC1=CC=C(C#N)C=C1 (4-{3-[4-(3-hydroxypropyl)-1-piperidinyl]propoxy}benzonitrile monohydrate). Isolated yield 83.3%. RXN SMILES: CS(O[CH2:6][CH2:7][CH2:8][O:9][C:10]1[CH:15]=[CH:14][C:13]([C:16]#[N:17])=[CH:12][CH:11]=1)(=O)=[O:3].[I-].[K+].C(=O)(O)[O-].[Na+].Cl.[NH:26]1[CH2:31][CH2:30][CH:29]([CH2:32][CH2:33][CH2:34][OH:35])[CH2:28][CH2:27]1.Cl>CN(C)C=O.C1(C)C=CC=CC=1.O>[OH2:3].[OH:35][CH2:34][CH2:33][CH2:32][CH:29]1[CH2:30][CH2:31][N:26]([CH2:6][CH2:7][CH2:8][O:9][C:10]2[CH:15]=[CH:14][C:13]([C:16]#[N:17])=[CH:12][CH:11]=2)[CH2:27][CH2:28]1 |f:1.2,3.4,5.6,11.12|. Procedure: Into a solution of 50.0 g of 3-(4-cyanophenoxy)propyl methanesulfonate in 250 mL of N,N-dimethylformamide, 32.5 g of potassium iodide, 32.9 g of sodium bicarbonate and 37.0 g of 3-(4-piperidinyl)-1-propanol hydrochloride were added at room temperature, which was then stirred at 70° C. for 7 hours. To the reaction mixture, after being cooled down to room temperature, 250 mL of water and 150 mL of toluene were added, and then hydrochloric acid was added to adjust the pH to 1.0. The aqueous layer w...